This data is from the Open Reaction Database (ORD), a public repository of structured organic reaction records. The task is: describe an organic reaction: reactants, conditions, products, and yield Reactants: CN, CO, Cc1ccc(S(=O)(=O)OC2CC(CCl)N(S(=O)(=O)c3ccc(C)cc3)C2)cc1. The product is Cc1ccc(S(=O)(=O)N2CC3CC2CN3C)cc1. As a reaction SMILES: [CH3:29][NH2:30].[CH3:31][OH:32].[c:1]1([CH3:28])[cH:2][cH:3][c:4]([S:7](=[O:8])(=[O:9])[N:10]2[CH:11]([CH2:26][Cl:27])[CH2:12][CH:13]([O:15][S:16]([c:17]3[cH:18][cH:19][c:20]([CH3:21])[cH:22][cH:23]3)(=[O:24])=[O:25])[CH2:14]2)[cH:5][cH:6]1>>[c:1]1([CH3:28])[cH:2][cH:3][c:4]([S:7](=[O:8])(=[O:9])[N:10]2[CH:11]3[CH2:12][CH:13]([CH2:14]2)[N:30]([CH3:29])[CH2:26]3)[cH:5][cH:6]1. Starting materials: CC(=O)O, CCCN(C)c1cc(-c2nn(C)c(C(F)(F)F)c2Cl)c(F)cc1[N+](=O)[O-]. Product: CCCN(C)c1cc(-c2nn(C)c(C(F)(F)F)c2Cl)c(F)cc1N. Reaction SMILES: [CH3:27][C:28](=[O:29])[OH:30].[Cl:1][c:2]1[c:3](-[c:12]2[c:13]([F:26])[cH:14][c:15]([N+:23]([O-:24])=[O:25])[c:16]([N:18]([CH2:19][CH2:20][CH3:21])[CH3:22])[cH:17]2)[n:4][n:5]([CH3:11])[c:6]1[C:7]([F:8])([F:9])[F:10]>>[Cl:1][c:2]1[c:3](-[c:12]2[c:13]([F:26])[cH:14][c:15]([NH2:23])[c:16]([N:18]([CH2:19][CH2:20][CH3:21])[CH3:22])[cH:17]2)[n:4][n:5]([CH3:11])[c:6]1[C:7]([F:8])([F:9])[F:10]. Reactants: ClC(=O)OCC(C)C (isobutyl chloroformate), CN1CCOCC1 (N-methylmorpholine), C(C1=CC=CC=C1)OC(=O)NCC(=O)O (benzyloxycarbonyl-glycine), O1CCCC1 (tetrahydrofuran). Product: C(CCCCCCC)N(CC(=O)O)C(=O)OCC1=CC=CC=C1 (n-octyl benzyloxycarbonylglycine), C(C1=CC=CC=C1)OC(=O)N[C@@H](CCCCN)C(=O)[O-] (benzyloxycarbonyl-L-lysinate). Reaction SMILES: ClC(O[CH2:5][CH:6]([CH3:8])[CH3:7])=O.C[N:10]1[CH2:15][CH2:14]OCC1.[CH2:16]([O:23][C:24]([NH:26][CH2:27][C:28]([OH:30])=[O:29])=[O:25])[C:17]1[CH:22]=[CH:21][CH:20]=[CH:19][CH:18]=1.O1C[CH2:34][CH2:33][CH2:32]1>>[CH2:32]([N:26]([C:24]([O:23][CH2:16][C:17]1[CH:18]=[CH:19][CH:20]=[CH:21][CH:22]=1)=[O:25])[CH2:27][C:28]([OH:30])=[O:29])[CH2:33][CH2:34][CH2:14][CH2:15][CH2:7][CH2:6][CH3:8].[CH2:16]([O:23][C:24]([NH:26][C@H:27]([C:28]([O-:30])=[O:29])[CH2:5][CH2:6][CH2:14][CH2:15][NH2:10])=[O:25])[C:17]1[CH:18]=[CH:19][CH:20]=[CH:21][CH:22]=1. Procedure details: The product was dissolved in 50% trifluoracetic acid in dichloromethane for 30 minutes, then evaporated, forming n-octyl Nim -benzyloxycarbonyl-L-histidyl-Ne -benzyloxycarbonyl-L-lysinate. This was dissolved in tetrahydrofuran, and isobutyl chloroformate, N-methylmorpholine and benzyloxycarbonyl-glycine were added to form n-octyl benzyloxycarbonylglycine-Nim -benzyloxycarbonyl-L-histidyl-Ne -benzyloxycarbonyl-L-lysinate. This was dissolved in glacial acetic acid and hydrogenated overnight.